From a dataset of the Open Reaction Database (ORD), a public repository of structured organic reaction records. describe an organic reaction: reactants, conditions, products, and yield Procedure details: 2-Acetylfuran (13.8 g), dimethylamine hydrochloride (13.3 g), paraformaldehyde (5.0 g) and ethanol (80 ml) acidified with concentrated HCl (1.0 ml) were stirred. Part of this mixture (27 ml) was pumped through the CMR (18 ml/min; 160°-70° C.; 500 kPa;) and the hot product collected in an ice-water cooled flask, to afford pale yellow crystals m.p. 172.5°-173° C. (cf lit.10 m.p. 173°-4° C.) in 13% yield. The solvent is C(C)O (ethanol). As a reaction SMILES: [C:1]([C:4]1[O:5][CH:6]=[CH:7][CH:8]=1)(=[O:3])[CH3:2].[ClH:9].[CH3:10][NH:11][CH3:12].[CH2:13]=O.Cl>C(O)C>[ClH:9].[CH3:10][N:11]([CH2:13][CH2:2][C:1]([C:4]1[O:5][CH:6]=[CH:7][CH:8]=1)=[O:3])[CH3:12] |f:1.2,6.7|. Isolated yield 13.0%. The product is Cl.CN(C)CCC(=O)C=1OC=CC1 (N,N-dimethyl-2-(2-furoyl)ethylamine hydrochloride). The reactants are C(C)(=O)C=1OC=CC1 (2-Acetylfuran), Cl (HCl), mixture, Cl.CNC (dimethylamine hydrochloride), C=O (paraformaldehyde).